Dataset: the Open Reaction Database (ORD), a public repository of structured organic reaction records. Task: describe an organic reaction: reactants, conditions, products, and yield Reactants: C([O-])([O-])=O.[K+].[K+] (potassium carbonate), SCC(=O)OCC (ethyl mercaptoacetate), ClC=1C(=NC=CC1)C#N (3-chloropyridine-2-carbonitrile), solution, C[Mg]Br (methylmagnesium bromide), Cl (hydrochloric acid). Run in O (Water), O1CCCC1 (tetrahydrofuran), C(C)OCC (diethyl ether), O1CCCC1 (tetrahydrofuran). Run at time 3 hour. The product is CC1=C(SC=2C1=NC=CC2)C(=O)OCC (ethyl 3-methylthieno[3,2-b]pyridine-2-carboxylate). The yield is 79.0%. Reaction SMILES: Cl[C:2]1[C:3]([C:8]#N)=[N:4][CH:5]=[CH:6][CH:7]=1.C[Mg]Br.Cl.[SH:14][CH2:15][C:16]([O:18][CH2:19][CH3:20])=[O:17].[C:21](=O)([O-])[O-].[K+].[K+]>O1CCCC1.C(OCC)C.O>[CH3:21][C:8]1[C:3]2=[N:4][CH:5]=[CH:6][CH:7]=[C:2]2[S:14][C:15]=1[C:16]([O:18][CH2:19][CH3:20])=[O:17] |f:4.5.6|. Procedure details: To a solution (100 mL) of 3-chloropyridine-2-carbonitrile (10.0 g) in tetrahydrofuran was added a 3.0M solution (48.0 mL) of methylmagnesium bromide in diethyl ether, and the mixture was stirred at room temperature for 3 hr. To the reaction mixture was added 2N hydrochloric acid (300 mL), tetrahydrofuran was evaporated in an evaporator, and the residue was extracted with ethyl acetate. The extract was washed with saturated brine, dried over anhydrous magnesium sulfate, and concentrated under red...